From a dataset of the Open Reaction Database (ORD), a public repository of structured organic reaction records. describe an organic reaction: reactants, conditions, products, and yield Reactants: ClC=1C=C(C=CC1Cl)C(CC=O)C1N(C(C2=CC(=CC=C12)OC)=O)C (3-(3,4-Dichlorophenyl)-3-(5-methoxy-2-methyl-3-oxo-2,3-dihydro-1H-isoindol-1-yl)propionaldehyde), O=C1N(CCCC1)C1CCNCC1 (4-(2-oxopiperidino)piperidine). Yields the product Cl.ClC=1C=C(C=CC1Cl)C(CCN1CCC(CC1)N1C(CCCC1)=O)C1N(C(C2=CC(=CC=C12)OC)=O)C (3-[1-(3,4-Dichlorophenyl)-3-(4-(2-oxopiperidino)piperidino)propyl]-6-methoxy-2-methyl-2,3-dihydroisoindol-1-one hydrochloride). Yield: 56.2%. RXN SMILES: [Cl:1][C:2]1[CH:3]=[C:4]([CH:9]([CH:13]2[C:21]3[C:16](=[CH:17][C:18]([O:22][CH3:23])=[CH:19][CH:20]=3)[C:15](=[O:24])[N:14]2[CH3:25])[CH2:10][CH:11]=O)[CH:5]=[CH:6][C:7]=1[Cl:8].[O:26]=[C:27]1[CH2:32][CH2:31][CH2:30][CH2:29][N:28]1[CH:33]1[CH2:38][CH2:37][NH:36][CH2:35][CH2:34]1>>[ClH:1].[Cl:1][C:2]1[CH:3]=[C:4]([CH:9]([CH:13]2[C:21]3[C:16](=[CH:17][C:18]([O:22][CH3:23])=[CH:19][CH:20]=3)[C:15](=[O:24])[N:14]2[CH3:25])[CH2:10][CH2:11][N:36]2[CH2:37][CH2:38][CH:33]([N:28]3[CH2:29][CH2:30][CH2:31][CH2:32][C:27]3=[O:26])[CH2:34][CH2:35]2)[CH:5]=[CH:6][C:7]=1[Cl:8] |f:2.3|. Procedure: 3-(3,4-Dichlorophenyl)-3-(5-methoxy-2-methyl-3-oxo-2,3-dihydro-1H-isoindol-1-yl)propionaldehyde (0.366 g) was coupled to 4-(2-oxopiperidino)piperidine (0.176 g) by a method similar to that described in Example 8. The reaction product was purified by chromatography and converted to the corresponding hydrochloride salt as described in the Example 8 to afford the title compound (0.158 g); mp 154°-156° C.; MS: m/z=544(M+1); NMR(CD3OD): 2.3 (m,13), 3.4 (s,3), 4.5 (m,1), 4.8 (d,1, J=3.8), 6.71 (dd,1, ...